From a dataset of the Open Reaction Database (ORD), a public repository of structured organic reaction records. describe an organic reaction: reactants, conditions, products, and yield Reactants: C1=CC=CC=2SC3=CC=CC=C3SC12 (thianthrene), C(C)(=O)OC(C)=O (Acetic anhydride), [Cl-].[Al+3].[Cl-].[Cl-] (aluminium chloride), Cl (hydrochloric acid). Run in ClC(C)Cl (dichloroethane), ClC(C)Cl (dichloroethane), ClC(C)Cl (dichloroethane). Reaction conditions: temperature 0 celsius, time 1 hour. Yields the product C(C)(=O)C1=CC=2SC3=CC=CC=C3SC2C=C1 (2-acetylthianthrene). Reaction SMILES: [C:1](OC(=O)C)(=[O:3])[CH3:2].[Cl-].[Al+3].[Cl-].[Cl-].[CH:12]1[C:25]2[S:24][C:23]3[C:18](=[CH:19][CH:20]=[CH:21][CH:22]=3)[S:17][C:16]=2[CH:15]=[CH:14][CH:13]=1.Cl>ClC(Cl)C>[C:1]([C:20]1[CH:21]=[CH:22][C:23]2[S:24][C:25]3[C:16](=[CH:15][CH:14]=[CH:13][CH:12]=3)[S:17][C:18]=2[CH:19]=1)(=[O:3])[CH3:2] |f:1.2.3.4|. Reported procedure: Acetic anhydride (22.4 g) in dichloroethane (75 ml) was added to a suspension of aluminium chloride (58.4 g) in dichloroethane (100 ml) at 0° C. This was then added to a solution of thianthrene (43.2 g) in dichloroethane (600 ml) at 0° C. The reaction mixture was stirred for 1 hour at 0° C, then allowed to warm to room temperature and poured onto ice and concentrated hydrochloric acid. The organic layer was separated and the aqueous extracted with dichloroethane. The combined extracts were washe... Reactants: [OH-].[Na+] (sodium hydroxide), COC(C1=C(C=CC(=C1)CN1C2=C([C@H](CCC1)N(C=1N=NN(N1)C)CC1=CC(=CC(=C1)C(F)(F)F)C(F)(F)F)C=C(C(=C2)C(F)(F)F)C)F)=O ((S)-5-{5-[(3,5-bis-trifluoromethyl-benzyl)-(2-methyl-2H-tetrazol-5-yl)-amino]-7-methyl-8-trifluoromethyl-2,3,4,5-tetrahydro-benzo[b]azepin-1-ylmethyl}-2-fluoro-benzoic acid methyl ester), Cl (hydrochloric acid). Run in CO (methanol). Conditions: temperature 60 celsius. Product: FC(C=1C=C(CN([C@@H]2C3=C(N(CCC2)CC=2C=CC(=C(C(=O)O)C2)F)C=C(C(=C3)C)C(F)(F)F)C=3N=NN(N3)C)C=C(C1)C(F)(F)F)(F)F ((S)-5-{5-[(3,5-Bis-trifluoromethyl-benzyl)-(2-methyl-2H-tetrazol-5-yl)-amino]-7-methyl-8-trifluoromethyl-2,3,4,5-tetrahydro-benzo[b]azepin-1-ylmethyl}-2-fluoro-benzoic acid). Isolated yield 98.6%. Reaction SMILES: [OH-].[Na+].C[O:4][C:5](=[O:52])[C:6]1[CH:11]=[C:10]([CH2:12][N:13]2[CH2:19][CH2:18][CH2:17][C@H:16]([N:20]([CH2:27][C:28]3[CH:33]=[C:32]([C:34]([F:37])([F:36])[F:35])[CH:31]=[C:30]([C:38]([F:41])([F:40])[F:39])[CH:29]=3)[C:21]3[N:22]=[N:23][N:24]([CH3:26])[N:25]=3)[C:15]3[CH:42]=[C:43]([CH3:50])[C:44]([C:46]([F:49])([F:48])[F:47])=[CH:45][C:14]2=3)[CH:9]=[CH:8][C:7]=1[F:51].Cl>CO>[F:37][C:34]([F:35])([F:36])[C:32]1[CH:33]=[C:28]([CH:29]=[C:30]([C:38]([F:39])([F:40])[F:41])[CH:31]=1)[CH2:27][N:20]([C:21]1[N:22]=[N:23][N:24]([CH3:26])[N:25]=1)[C@H:16]1[CH2:17][CH2:18][CH2:19][N:13]([CH2:12][C:10]2[CH:9]=[CH:8][C:7]([F:51])=[C:6]([CH:11]=2)[C:5]([OH:52])=[O:4])[C:14]2[CH:45]=[C:44]([C:46]([F:47])([F:48])[F:49])[C:43]([CH3:50])=[CH:42][C:15]1=2 |f:0.1|. Reported procedure: Add 2 N sodium hydroxide solution (2 mL) to a solution of (S)-5-{5-[(3,5-bis-trifluoromethyl-benzyl)-(2-methyl-2H-tetrazol-5-yl)-amino]-7-methyl-8-trifluoromethyl-2,3,4,5-tetrahydro-benzo[b]azepin-1-ylmethyl}-2-fluoro-benzoic acid methyl ester (0.120 g, 0.167 mmol) in methanol (5 mL) and heat at 60° C. for 4 h. After the reaction cools to room temperature, acidify to pH 4 with 2 N hydrochloric acid solution and extract the aqueous mixture with ethyl acetate (3×10 mL). Wash the organic layer with... The reactants are CCCC1CCC(O)CC1, CCOCC, C(=NC1CCCCC1)=NC1CCCCC1, CCCCCC1COC(c2ccc(C(=O)O)cc2F)CO1. Yields the product CCCCCC1COC(c2ccc(C(=O)OC3CCC(CCC)CC3)cc2F)CO1. Reaction SMILES: [CH2:22]([CH2:23][CH3:24])[CH:25]1[CH2:26][CH2:27][CH:28]([OH:31])[CH2:29][CH2:30]1.[CH3:47][CH2:48][O:49][CH2:50][CH3:51].[CH:32]1([N:33]=[C:34]=[N:35][CH:36]2[CH2:37][CH2:38][CH2:39][CH2:40][CH2:41]2)[CH2:42][CH2:43][CH2:44][CH2:45][CH2:46]1.[F:1][c:2]1[cH:3][c:4]([C:5](=[O:6])[OH:7])[cH:8][cH:9][c:10]1[CH:11]1[O:12][CH2:13][CH:14]([CH2:17][CH2:18][CH2:19][CH2:20][CH3:21])[O:15][CH2:16]1>>[F:1][c:2]1[cH:3][c:4]([C:5]([O:6][CH:28]2[CH2:27][CH2:26][CH:25]([CH2:22][CH2:23][CH3:24])[CH2:30][CH2:29]2)=[O:7])[cH:8][cH:9][c:10]1[CH:11]1[O:12][CH2:13][CH:14]([CH2:17][CH2:18][CH2:19][CH2:20][CH3:21])[O:15][CH2:16]1. Starting materials: O=C(CC(=O)C1CC1)C1CC1, O=Cc1cccc(C(F)(F)F)c1. Product: O=C(C(=Cc1cccc(C(F)(F)F)c1)C(=O)C1CC1)C1CC1. RXN SMILES: [CH:13]1([C:16]([CH2:17][C:18](=[O:19])[CH:20]2[CH2:21][CH2:22]2)=[O:23])[CH2:14][CH2:15]1.[F:1][C:2]([c:3]1[cH:4][c:5]([CH:6]=[O:7])[cH:8][cH:9][cH:10]1)([F:11])[F:12]>>[F:1][C:2]([c:3]1[cH:4][c:5]([CH:6]=[C:17]([C:16]([CH:13]2[CH2:14][CH2:15]2)=[O:23])[C:18](=[O:19])[CH:20]2[CH2:21][CH2:22]2)[cH:8][cH:9][cH:10]1)([F:11])[F:12]. The reactants are COc1ccc(Nc2ncc(Br)cc2C(=O)Nc2ccccc2)cc1F, Br, CC(=O)O. The product is O=C(Nc1ccccc1)c1cc(Br)cnc1Nc1ccc(O)c(F)c1. RXN SMILES: [Br:1][c:2]1[cH:3][n:4][c:5]([NH:17][c:18]2[cH:19][c:20]([F:26])[c:21]([O:24][CH3:25])[cH:22][cH:23]2)[c:6]([C:7](=[O:8])[NH:9][c:10]2[cH:11][cH:12][cH:13][cH:14][cH:15]2)[cH:16]1.[BrH:27].[C:28]([OH:29])(=[O:30])[CH3:31]>>[Br:1][c:2]1[cH:3][n:4][c:5]([NH:17][c:18]2[cH:19][c:20]([F:26])[c:21]([OH:24])[cH:22][cH:23]2)[c:6]([C:7](=[O:8])[NH:9][c:10]2[cH:11][cH:12][cH:13][cH:14][cH:15]2)[cH:16]1. Starting materials: Cl (HCl), C1(CC1)C=1N=C(NC1C=1C=C(C(=O)OC)C=CC1C)COC (methyl 3-(4-cyclopropyl-2-(methoxymethyl)-1H-imidazol-5-yl)-4-methylbenzoate), C1(CC1)C=1N=C(NC1C=1C=C(C(=O)OC)C=CC1C)COC (methyl 3-(4-cyclopropyl-2-(methoxymethyl)-1H-imidazol-5-yl)-4-methylbenzoate), [OH-].[Na+] (sodium hydroxide). The solvent is O (water), CO (methanol), O (water). Conditions: time 2 hour. The product is C1(CC1)C=1N=C(NC1C=1C=C(C(=O)O)C=CC1C)COC (3-(4-Cyclopropyl-2-(methoxymethyl)-1H-imidazol-5-yl)-4-methylbenzoic acid). Yield: 87.3%. Reaction SMILES: [CH:1]1([C:4]2[N:5]=[C:6]([CH2:20][O:21][CH3:22])[NH:7][C:8]=2[C:9]2[CH:10]=[C:11]([CH:16]=[CH:17][C:18]=2[CH3:19])[C:12]([O:14]C)=[O:13])[CH2:3][CH2:2]1.[OH-].[Na+].Cl>CO.O>[CH:1]1([C:4]2[N:5]=[C:6]([CH2:20][O:21][CH3:22])[NH:7][C:8]=2[C:9]2[CH:10]=[C:11]([CH:16]=[CH:17][C:18]=2[CH3:19])[C:12]([OH:14])=[O:13])[CH2:2][CH2:3]1 |f:1.2|. Procedure details: Into a round-bottom flask, was placed a solution of methyl 3-(4-cyclopropyl-2-(methoxymethyl)-1H-imidazol-5-yl)-4-methylbenzoate (compound 4.8, 35 mg, 0.12 mmol) in methanol (5 mL), a solution of sodium hydroxide (9.6 mg, 0.24 mmol) in water (0.3 mL) was added to the reaction mixture. The resulting solution was stirred for 2 h at room temperature, then diluted with water (5 mL). Aqueous HCl (6 M) was carefully added to adjust the pH to 1-2 and the mixture was extracted with dichloromethane (4×10... Starting materials: CN(C)CCCN(C)c1ccc(Br)cc1[N+](=O)[O-], CS(C)=O, [Cu], FC(F)(F)C(F)(F)I. Yields the product CN(C)CCCN(C)c1ccc(C(F)(F)C(F)(F)F)cc1[N+](=O)[O-]. As a reaction SMILES: [Br:1][c:2]1[cH:3][c:4]([N+:16](=[O:17])[O-:18])[c:5]([N:8]([CH2:9][CH2:10][CH2:11][N:12]([CH3:13])[CH3:14])[CH3:15])[cH:6][cH:7]1.[CH3:28][S:29]([CH3:30])=[O:31].[Cu:27].[F:19][C:20]([C:21]([F:22])([F:23])[F:24])([F:25])[I:26]>>[c:2]1([C:20]([F:19])([C:21]([F:22])([F:23])[F:24])[F:25])[cH:3][c:4]([N+:16](=[O:17])[O-:18])[c:5]([N:8]([CH2:9][CH2:10][CH2:11][N:12]([CH3:13])[CH3:14])[CH3:15])[cH:6][cH:7]1. Starting materials: O[C@H]1C[C@@H](C(OC)=O)N(C(OC(C)(C)C)=O)C1, O=S(C1=CC=CC=N1)(F)=O (2-pyridinesulfonyl fluoride). The reagents and catalysts are N\2=C1\N(CCCCC1)CCC/2 (DBU). Solvent: C1CCCO1 (THF), C1CCCO1 (THF). Conditions: time 48 hour. The product is F[C@H]1C[C@@H](C(OC)=O)N(C(OC(C)(C)C)=O)C1. Isolated yield 45.0%.